From a dataset of the Open Reaction Database (ORD), a public repository of structured organic reaction records. describe an organic reaction: reactants, conditions, products, and yield Starting materials: CCCN(C)S(=O)(=O)c1cc(C(=O)O)c(OCc2ccccc2)cc1OCc1ccccc1, O=S(Cl)Cl. Product: CCCN(C)S(=O)(=O)c1cc(C(=O)Cl)c(OCc2ccccc2)cc1OCc1ccccc1. RXN SMILES: [CH2:1]([c:2]1[cH:3][cH:4][cH:5][cH:6][cH:7]1)[O:8][c:9]1[c:10]([C:11](=[O:12])[OH:13])[cH:14][c:15]([S:26]([N:27]([CH2:28][CH2:29][CH3:30])[CH3:31])(=[O:32])=[O:33])[c:16]([O:18][CH2:19][c:20]2[cH:21][cH:22][cH:23][cH:24][cH:25]2)[cH:17]1.[S:34]([Cl:35])([Cl:36])=[O:37]>>[CH2:1]([c:2]1[cH:3][cH:4][cH:5][cH:6][cH:7]1)[O:8][c:9]1[c:10]([C:11](=[O:12])[Cl:36])[cH:14][c:15]([S:26]([N:27]([CH2:28][CH2:29][CH3:30])[CH3:31])(=[O:32])=[O:33])[c:16]([O:18][CH2:19][c:20]2[cH:21][cH:22][cH:23][cH:24][cH:25]2)[cH:17]1. Reactants: FC1=C(C=C2C(=NN(C2=C1)C(C1=CC=CC=C1)(C1=CC=CC=C1)C1=CC=CC=C1)\C=C\C=1C=NC=CC1)C(=O)O (6-fluoro-3-[(E)-2-(pyridin-3-yl)-vinyl]-1-trityl-1H-indazole-5-carboxylic acid), O.NN (hydrazine monohydrate). The product is FC1=C(C=C2C(=NN(C2=C1)C(C1=CC=CC=C1)(C1=CC=CC=C1)C1=CC=CC=C1)\C=C\C=1C=NC=CC1)C(=O)NN (6-Fluoro-3-[(E)-2-(pyridin-3-yl)-vinyl]-1-trityl-1H-indazole-5-carboxylic acid hydrazide). Isolated yield 25.7%. Reaction SMILES: [F:1][C:2]1[CH:10]=[C:9]2[C:5]([C:6](/[CH:30]=[CH:31]/[C:32]3[CH:33]=[N:34][CH:35]=[CH:36][CH:37]=3)=[N:7][N:8]2[C:11]([C:24]2[CH:29]=[CH:28][CH:27]=[CH:26][CH:25]=2)([C:18]2[CH:23]=[CH:22][CH:21]=[CH:20][CH:19]=2)[C:12]2[CH:17]=[CH:16][CH:15]=[CH:14][CH:13]=2)=[CH:4][C:3]=1[C:38](O)=[O:39].O.[NH2:42][NH2:43]>>[F:1][C:2]1[CH:10]=[C:9]2[C:5]([C:6](/[CH:30]=[CH:31]/[C:32]3[CH:33]=[N:34][CH:35]=[CH:36][CH:37]=3)=[N:7][N:8]2[C:11]([C:12]2[CH:13]=[CH:14][CH:15]=[CH:16][CH:17]=2)([C:18]2[CH:23]=[CH:22][CH:21]=[CH:20][CH:19]=2)[C:24]2[CH:25]=[CH:26][CH:27]=[CH:28][CH:29]=2)=[CH:4][C:3]=1[C:38]([NH:42][NH2:43])=[O:39] |f:1.2|. Procedure: In accordance with the method as described in Example 127, 110 mg of 6-fluoro-3-[(E)-2-(pyridin-3-yl)-vinyl]-1-trityl-1H-indazole-5-carboxylic acid and 210 mg of hydrazine monohydrate were condensed, to afford 29 mg of the title compound as a yellow powder.